describe an organic reaction: reactants, conditions, products, and yield From a dataset of the Open Reaction Database (ORD), a public repository of structured organic reaction records. Starting materials: Cc1ccc(-c2c(C#N)c(CC(C)C)nc3ccc(Br)cc23)cc1, O=C([O-])[O-], CC(=O)[O-], CC(=O)[O-], C1COCCO1, [Cs+], [Cs+], O=C1CNCCN1, [Pd+2]. Yields the product Cc1ccc(-c2c(C#N)c(CC(C)C)nc3ccc(N4CCNC(=O)C4)cc23)cc1. RXN SMILES: [Br:1][c:2]1[cH:3][c:4]2[c:5](-[c:18]3[cH:19][cH:20][c:21]([CH3:24])[cH:22][cH:23]3)[c:6]([C:16]#[N:17])[c:7]([CH2:12][CH:13]([CH3:14])[CH3:15])[n:8][c:9]2[cH:10][cH:11]1.[C:32](=[O:33])([O-:34])[O-:35].[C:38]([O-:39])(=[O:40])[CH3:41].[C:43]([O-:44])(=[O:45])[CH3:46].[CH2:47]1[O:48][CH2:49][CH2:50][O:51][CH2:52]1.[Cs+:36].[Cs+:37].[NH:25]1[C:26](=[O:31])[CH2:27][NH:28][CH2:29][CH2:30]1.[Pd+2:42]>>[c:2]1([N:28]2[CH2:27][C:26](=[O:31])[NH:25][CH2:30][CH2:29]2)[cH:3][c:4]2[c:5](-[c:18]3[cH:19][cH:20][c:21]([CH3:24])[cH:22][cH:23]3)[c:6]([C:16]#[N:17])[c:7]([CH2:12][CH:13]([CH3:14])[CH3:15])[n:8][c:9]2[cH:10][cH:11]1. Reported procedure: Bis[(2-diphenylphosphino)phenyl] ether (0.274 g, 0.51 mmol) was added in one portion to Palladium(II) acetate (0.057 g, 0.25 mmol) in toluene (5 mL) (degassed by bubbling N2 through it for 30 minutes) at 20°C under nitrogen (this mixture was also degassed by vacuum / N2 six times). After a few minutes a yellow suspension had formed. This was added by pipette to a mixture of isopropyl 4-(6-chloro-5-methoxypyrimidin-4-yloxy)piperidine-1-carboxylate (4.19 g, 12.71 mmol), 2-methyl-6-(methylsulfonyl)... Isolated yield 78.4%. The solvent is CC1=CC=CC=C1. Run at temperature 60 celsius. The reagents and catalysts are CC(C)(C)[O-].[Na+], C1=CC=C(C=C1)P(C2=CC=CC=C2)C3=CC=CC=C3OC4=CC=CC=C4P(C5=CC=CC=C5)C6=CC=CC=C6, CC(=O)O.CC(=O)O.[Pd]. Reactants: CC1=C(C=CC(=N1)S(=O)(=O)C)N, CC(C)OC(=O)N1CCC(CC1)OC2=C(C(=NC=N2)Cl)OC. Product: CC1=C(C=CC(=N1)S(=O)(=O)C)NC2=C(C(=NC=N2)OC3CCN(CC3)C(=O)OC(C)C)OC.